This data is from the Open Reaction Database (ORD), a public repository of structured organic reaction records. The task is: describe an organic reaction: reactants, conditions, products, and yield The reactants are [Cl-].[NH4+] (ammonium chloride), C(CCC)[Li] (n-butyl lithium), C(C)C(CC)C1=CC(=NC=2N1N=C(C2C2=CN=CS2)C)C (7-(1-ethyl-propyl)-2,5-dimethyl-3-thiazol-5-yl-pyrazolo[1,5-a]pyrimidine), COCI (1-iodomethyl methyl ether). Solvent: C1CCOC1 (THF). Conditions: time 30 minute. Yields the product C(C)C(CC)C1=CC(=NC=2N1N=C(C2C2=CN=C(S2)COC)C)C (7-(1-Ethyl-propyl)-3-(2-methoxymethyl-thiazol-5-yl)-2,5-dimethyl-pyrazolo[1,5-a]pyrimidine). Yield: 53.4%. RXN SMILES: C([Li])CCC.[CH2:6]([CH:8]([C:11]1[N:16]2[N:17]=[C:18]([CH3:25])[C:19]([C:20]3[S:24][CH:23]=[N:22][CH:21]=3)=[C:15]2[N:14]=[C:13]([CH3:26])[CH:12]=1)[CH2:9][CH3:10])[CH3:7].[CH3:27][O:28][CH2:29]I.[Cl-].[NH4+]>C1COCC1>[CH2:6]([CH:8]([C:11]1[N:16]2[N:17]=[C:18]([CH3:25])[C:19]([C:20]3[S:24][C:23]([CH2:27][O:28][CH3:29])=[N:22][CH:21]=3)=[C:15]2[N:14]=[C:13]([CH3:26])[CH:12]=1)[CH2:9][CH3:10])[CH3:7] |f:3.4|. Procedure: Under a nitrogen atmosphere, add n-butyl lithium (2.5 M in hexane, 0.4 mL, 1.0 mmol) to a solution of 7-(1-ethyl-propyl)-2,5-dimethyl-3-thiazol-5-yl-pyrazolo[1,5-a]pyrimidine (300 mg, 1.0 mmol) in THF (3 mL) at −78° C. Stir 30 min and add 1-iodomethyl methyl ether (205 mg, 1.2 mmol). Continue stirring for one hour and then slowly warm up to room temperature and stir overnight. Quench the reaction by adding saturated ammonium chloride solution and extract with ethyl acetate. Wash the organic laye...